Dataset: the Open Reaction Database (ORD), a public repository of structured organic reaction records. Task: describe an organic reaction: reactants, conditions, products, and yield Procedure details: 1,1′-Bis(diphenylphosphino)ferrocene (1.5 g, 2.7 mmol), palladium acetate (616 mg, 2.7 mmol) and sodium tert-butoxide (22.9 g, 238 mmol) are added to a solution of biphenyl-2-ylamine (31.0 g, 183 mmol) and 2-bromo-9,9-dimethyl-9H-fluorene (50.0 g, 183 mmol) in degassed toluene (400 ml), and the mixture is heated under reflux for 20 h. The reaction mixture is cooled to room temperature, diluted with toluene and filtered through Celite. The filtrate is diluted with water and re-extracted with tolu... Yields the product C1(=C(C=CC=C1)NC1=CC=2C(C3=CC=CC=C3C2C=C1)(C)C)C1=CC=CC=C1 (biphenyl-2-yl-(9,9-dimethyl-9H-fluoren-2-yl)amine). The reactants are CC(C)([O-])C.[Na+] (sodium tert-butoxide), C1(=C(C=CC=C1)N)C1=CC=CC=C1 (biphenyl-2-ylamine), BrC1=CC=2C(C3=CC=CC=C3C2C=C1)(C)C (2-bromo-9,9-dimethyl-9H-fluorene). The reagents and catalysts are C1(=CC=CC=C1)P([C-]1C=CC=C1)C1=CC=CC=C1.[C-]1(C=CC=C1)P(C1=CC=CC=C1)C1=CC=CC=C1.[Fe+2] (1,1′-Bis(diphenylphosphino)ferrocene), C(C)(=O)[O-].[Pd+2].C(C)(=O)[O-] (palladium acetate). Run in C1(=CC=CC=C1)C (toluene), C1(=CC=CC=C1)C (toluene). Reaction SMILES: CC(C)([O-])C.[Na+].[C:7]1([C:14]2[CH:19]=[CH:18][CH:17]=[CH:16][CH:15]=2)[CH:12]=[CH:11][CH:10]=[CH:9][C:8]=1[NH2:13].Br[C:21]1[CH:33]=[CH:32][C:31]2[C:30]3[C:25](=[CH:26][CH:27]=[CH:28][CH:29]=3)[C:24]([CH3:35])([CH3:34])[C:23]=2[CH:22]=1>C1(C)C=CC=CC=1.C1(P(C2C=CC=CC=2)[C-]2C=CC=C2)C=CC=CC=1.[C-]1(P(C2C=CC=CC=2)C2C=CC=CC=2)C=CC=C1.[Fe+2].C([O-])(=O)C.[Pd+2].C([O-])(=O)C>[C:7]1([C:14]2[CH:15]=[CH:16][CH:17]=[CH:18][CH:19]=2)[CH:12]=[CH:11][CH:10]=[CH:9][C:8]=1[NH:13][C:21]1[CH:33]=[CH:32][C:31]2[C:30]3[C:25](=[CH:26][CH:27]=[CH:28][CH:29]=3)[C:24]([CH3:35])([CH3:34])[C:23]=2[CH:22]=1 |f:0.1,5.6.7,8.9.10|. Reagents/catalysts: CCN=C=NCCCN(C)C.Cl (EDC-HCl), CCN(C(C)C)C(C)C (DIPEA), C1(=C(C(=C(C(=C1F)F)F)F)F)O (Pentafluorophenol). Reactants: CC(C)(C)c1cc(C(=O)O)cc(C(C)(C)C)c1, CNOC. Reaction SMILES: CNOC.CC(C)(C)c1cc(C(=O)O)cc(C(C)(C)C)c1.CCN=C=NCCCN(C)C.Cl.C1(=C(C(=C(C(=C1F)F)F)F)F)O.CCN(C(C)C)C(C)C.CN(C)C=O>>CON(C)C(=O)c1cc(C(C)(C)C)cc(C(C)(C)C)c1. Run in CN(C)C=O (DMF), CN(C)C=O (DMF), CN(C)C=O (DMF), CN(C)C=O (DMF), CN(C)C=O (DMF), CN(C)C=O (DMF). Reaction conditions: temperature 25 celsius, time 2 hour. The yield is 33.0%. Product: CON(C)C(=O)c1cc(C(C)(C)C)cc(C(C)(C)C)c1. Starting materials: C(C)OC(=O)C1(CC1)[C@H]1C(CN(C1)[C@@H](C)C1=CC=CC=C1)(F)F (4-(R)-(1-Ethoxycarbonylcyclopropyl)-3,3-difluoro-1-[1-(S)-phenylethyl]pyrrolidine-), ClC(=O)OCC1=CC=CC=C1 (benzyl chloroformate). Run in ClCCl (dichloromethane). Run at time 44 hour. The product is C(C1=CC=CC=C1)OC(=O)N1CC([C@@H](C1)C1(CC1)C(=O)OCC)(F)F (1-Benzyloxycarbonyl-4-(R)-(1-ethoxycarbonylcyclopropyl)-3,3-difluoropyrrolidine). The yield is 82.8%. As a reaction SMILES: [CH2:1]([O:3][C:4]([C:6]1([C@@H:9]2[CH2:13][N:12]([C@H](C3C=CC=CC=3)C)[CH2:11][C:10]2([F:23])[F:22])[CH2:8][CH2:7]1)=[O:5])[CH3:2].Cl[C:25]([O:27][CH2:28][C:29]1[CH:34]=[CH:33][CH:32]=[CH:31][CH:30]=1)=[O:26]>ClCCl>[CH2:28]([O:27][C:25]([N:12]1[CH2:13][C@@H:9]([C:6]2([C:4]([O:3][CH2:1][CH3:2])=[O:5])[CH2:8][CH2:7]2)[C:10]([F:22])([F:23])[CH2:11]1)=[O:26])[C:29]1[CH:34]=[CH:33][CH:32]=[CH:31][CH:30]=1. Procedure: 4-(R)-(1-Ethoxycarbonylcyclopropyl)-3,3-difluoro-1-[1-(S)-phenylethyl]pyrrolidine-(2.536 g, 7.842 mmol) was dissolved in dry dichloromethane (80 ml), and benzyl chloroformate (2.80 ml, 19.6 mmol) was added dropwise to the thus prepared solution which was cooled in an ice bath. The reaction solution was stirred at room temperature for 44 hours and then dichloromethane was evaporated under reduced pressure. Thereafter, the resulting residue was subjected to flash silica gel chromatography and elut... The product is COC(=O)CCc1cc(OC)c2ccccc2c1OC. Reactants: COC(=O)C=Cc1cc(OC)c2ccccc2c1OC, CO, [H][H]. As a reaction SMILES: [CH3:1][O:2][c:3]1[c:4]([CH:15]=[CH:16][C:17](=[O:18])[O:19][CH3:20])[cH:5][c:6]([O:13][CH3:14])[c:7]2[cH:8][cH:9][cH:10][cH:11][c:12]12.[CH3:21][OH:22].[H:23][H:24]>>[CH3:1][O:2][c:3]1[c:4]([CH2:15][CH2:16][C:17](=[O:18])[O:19][CH3:20])[cH:5][c:6]([O:13][CH3:14])[c:7]2[cH:8][cH:9][cH:10][cH:11][c:12]12. Reactants: COC(=O)C1CCC2C3CCC4CC=CCC4(C)C3CCC12C, ClC(Cl)Cl, O=C(OO)c1cccc(Cl)c1. The product is COC(=O)C1CCC2C3CCC4CC5OC5CC4(C)C3CCC12C. As a reaction SMILES: [CH3:1][O:2][C:3](=[O:4])[CH:5]1[C:6]2([CH3:7])[CH:8]([CH2:9][CH2:10]1)[CH:11]1[CH2:12][CH2:13][CH:14]3[CH2:15][CH:16]=[CH:17][CH2:18][C:19]3([CH3:20])[CH:21]1[CH2:22][CH2:23]2.[CH:35]([Cl:36])([Cl:37])[Cl:38].[Cl:24][c:25]1[cH:26][cH:27][cH:28][c:29]([C:30]([O:31][OH:33])=[O:32])[cH:34]1>>[CH3:1][O:2][C:3](=[O:4])[CH:5]1[C:6]2([CH3:7])[CH:8]([CH2:9][CH2:10]1)[CH:11]1[CH2:12][CH2:13][CH:14]3[CH2:15][CH:16]4[CH:17]([CH2:18][C:19]3([CH3:20])[CH:21]1[CH2:22][CH2:23]2)[O:32]4. The reactants are O=C([O-])O, CCN(CC)S(F)(F)F, ClCCl, [Na+], CC(C)(O)CNC(=O)OC(C)(C)C. Yields the product CC(C)(F)CNC(=O)OC(C)(C)C. As a reaction SMILES: [C:23](=[O:24])([OH:25])[O-:26].[CH2:14]([N:15]([S:16]([F:17])([F:18])[F:20])[CH2:19][CH3:21])[CH3:22].[Cl:28][CH2:29][Cl:30].[Na+:27].[OH:1][C:2]([CH2:3][NH:4][C:5]([O:6][C:7]([CH3:8])([CH3:9])[CH3:10])=[O:11])([CH3:12])[CH3:13]>>[C:2]([CH2:3][NH:4][C:5]([O:6][C:7]([CH3:8])([CH3:9])[CH3:10])=[O:11])([CH3:12])([CH3:13])[F:20]. Reactants: C(C)N1C2=C(C(C3=C(C1)C=CC=C3)=O)C=C(C=C2)CC(=O)OC (methyl 5,6-dihydro-5-ethyl-11-oxodibenz[b,e]azepine-2-acetate), [OH-].[Na+] (sodium hydroxide), O (water). Run in CO (methanol), CO (methanol). Product: C(C)N1C2=C(C(C3=C(C1)C=CC=C3)=O)C=C(C=C2)CC(=O)O (5,6-dihydro-5-ethyl-11-oxodibenz[b,e]azepine-2-acetic acid). Yield: 81.5%. As a reaction SMILES: [CH2:1]([N:3]1[CH2:9][C:8]2[CH:10]=[CH:11][CH:12]=[CH:13][C:7]=2[C:6](=[O:14])[C:5]2[CH:15]=[C:16]([CH2:19][C:20]([O:22]C)=[O:21])[CH:17]=[CH:18][C:4]1=2)[CH3:2].[OH-].[Na+].O>CO>[CH2:1]([N:3]1[CH2:9][C:8]2[CH:10]=[CH:11][CH:12]=[CH:13][C:7]=2[C:6](=[O:14])[C:5]2[CH:15]=[C:16]([CH2:19][C:20]([OH:22])=[O:21])[CH:17]=[CH:18][C:4]1=2)[CH3:2] |f:1.2|. Reported procedure: A mixed liquid of methyl 5,6-dihydro-5-ethyl-11-oxodibenz[b,e]azepine-2-acetate (0.9 g), sodium hydroxide (2 g), methanol (50 ml) and water (20 ml) was heated under refluxing for 2 hours. After the reaction, methanol was distilled off, and the remaining aqueous layer was washed with ether. The aqueous layer was treated with activated carbon powder, and a 5% sulfuric acid aqueous solution was added while cooling the layer with ice. The precipitated crystals were collected by filtration, washed in... Starting materials: C1CCOC1, Cc1oc(-c2ccco2)nc1COc1ccc(COc2nn(Cc3ccc(OCc4nc(-c5ccco5)oc4C)cc3)cc2CO)cc1. Product: Cc1oc(-c2ccco2)nc1COc1ccc(COc2nn(Cc3ccc(OCc4nc(-c5ccco5)oc4C)cc3)cc2C=O)cc1. As a reaction SMILES: [O:49]1[CH2:50][CH2:51][CH2:52][CH2:53]1.[o:1]1[c:2](-[c:6]2[o:7][c:8]([CH3:48])[c:9]([CH2:11][O:12][c:13]3[cH:14][cH:15][c:16]([CH2:17][n:18]4[n:19][c:20]([O:25][CH2:26][c:27]5[cH:28][cH:29][c:30]([O:33][CH2:34][c:35]6[n:36][c:37](-[c:41]7[o:42][cH:43][cH:44][cH:45]7)[o:38][c:39]6[CH3:40])[cH:31][cH:32]5)[c:21]([CH2:23][OH:24])[cH:22]4)[cH:46][cH:47]3)[n:10]2)[cH:3][cH:4][cH:5]1>>[o:1]1[c:2](-[c:6]2[o:7][c:8]([CH3:48])[c:9]([CH2:11][O:12][c:13]3[cH:14][cH:15][c:16]([CH2:17][n:18]4[n:19][c:20]([O:25][CH2:26][c:27]5[cH:28][cH:29][c:30]([O:33][CH2:34][c:35]6[n:36][c:37](-[c:41]7[o:42][cH:43][cH:44][cH:45]7)[o:38][c:39]6[CH3:40])[cH:31][cH:32]5)[c:21]([CH:23]=[O:24])[cH:22]4)[cH:46][cH:47]3)[n:10]2)[cH:3][cH:4][cH:5]1. The reactants are C1=CC=CC2=CC3=CC=CC=C3C=C12.[Mg] (magnesium anthracene), CC1=CC=CC1 (methyl cyclopentadiene), solid, [Co+3].C/C(=C/C(=O)C)/[O-] (cobalt-(III) acetylacetonate), C1=CC=CC2=CC3=CC=CC=C3C=C12 (anthracene), CI (methyliodide), [Mg] (magnesium). Solvent: C1CCOC1 (THF). Yields the product CC1=CC=CC1.C[Co]C1C=CC=C1 (methylcyclopentadienyl cobalt methylcyclopentadiene). Reaction SMILES: [CH:1]1[C:14]2[C:5](=C[C:7]3[C:12]([CH:13]=2)=CC=CC=3)C=CC=1.CI.[Mg].C1[C:31]2[C:22](=C[C:24]3[C:29]([CH:30]=2)=CC=CC=3)C=CC=1.[Mg].[CH3:33]C1CC=CC=1.[Co+3:39].C/C(/[O-])=C/C(C)=O>C1COCC1>[CH3:5][C:14]1[CH2:13][CH:12]=[CH:7][CH:1]=1.[CH3:33][Co:39][CH:24]1[CH:29]=[CH:30][CH:31]=[CH:22]1 |f:3.4,6.7,9.10|. Procedure: 1.1 g (6.2 mMoles) of anthracene, 300 ml of THF and 0.1 ml of methyliodide are added in an inert gas atmosphere to 7.2 g (300 mMoles) of magnesium powder (particle size <0.15 mm). A yellow-green solution is formed while stirring at room temperature, orange colored magnesium anthracene precipitating therefrom after about 2 hours. The reaction mixture is treated for about 3 hours in an ultrasonic bath (as in Example 1) and then heated while stirring to 60° C. After the addition of 32.0 g (400 mMol... Run in C=1(C(=CC=CC1)C)C (xylene). Starting materials: C1(=CC=CC=C1)P(=O)(C1=CC=CC=C1)CC=1C=CC=C2C=CC=C(C12)C1=CC=CC2=CC=CC(=C12)CP(=O)(C1=CC=CC=C1)C1=CC=CC=C1 (8,8'-bis(diphenylphosphinylmethyl)-1,1'-binaphthyl), C(CCC)N(CCCC)CCCC (tri-n-butylamine), C[SiH](Cl)Cl (methyldichlorosilane). As a reaction SMILES: [C:1]1([P:7]([CH2:15][C:16]2[CH:17]=[CH:18][CH:19]=[C:20]3[C:25]=2[C:24]([C:26]2[C:35]4[C:30](=[CH:31][CH:32]=[CH:33][C:34]=4[CH2:36][P:37]([C:45]4[CH:50]=[CH:49][CH:48]=[CH:47][CH:46]=4)([C:39]4[CH:44]=[CH:43][CH:42]=[CH:41][CH:40]=4)=O)[CH:29]=[CH:28][CH:27]=2)=[CH:23][CH:22]=[CH:21]3)([C:9]2[CH:14]=[CH:13][CH:12]=[CH:11][CH:10]=2)=O)[CH:6]=[CH:5][CH:4]=[CH:3][CH:2]=1.C(N(CCCC)CCCC)CCC.C[SiH](Cl)Cl>C1(C)C(C)=CC=CC=1>[C:45]1([P:37]([CH2:36][C:34]2[CH:33]=[CH:32][CH:31]=[C:30]3[C:35]=2[C:26]([C:24]2[C:25]4[C:20](=[CH:19][CH:18]=[CH:17][C:16]=4[CH2:15][P:7]([C:1]4[CH:2]=[CH:3][CH:4]=[CH:5][CH:6]=4)[C:9]4[CH:10]=[CH:11][CH:12]=[CH:13][CH:14]=4)[CH:21]=[CH:22][CH:23]=2)=[CH:27][CH:28]=[CH:29]3)[C:39]2[CH:44]=[CH:43][CH:42]=[CH:41][CH:40]=2)[CH:46]=[CH:47][CH:48]=[CH:49][CH:50]=1. Procedure details: 20.48 g (0.03 mol) of 8,8'-bis(diphenylphosphinylmethyl)-1,1'-binaphthyl are suspended in 75 ml of xylene and 36 ml (0.15 mol) of tri-n-butylamine in the absence of air and moisture, and 16.57 g (0.144 mol) of methyldichlorosilane are added dropwise with stirring. The mixture is then refluxed for 14 hours to give a clear solution. Xylene is distilled off at atmospheric pressure, and the mixture is allowed to cool with stirring. This results in the formation of 8,8'-bis(diphenylphosphinomethyl)-1... The product is C1(=CC=CC=C1)P(C1=CC=CC=C1)CC=1C=CC=C2C=CC=C(C12)C1=CC=CC2=CC=CC(=C12)CP(C1=CC=CC=C1)C1=CC=CC=C1 (8,8'-bis(diphenylphosphinomethyl)-1,1'-binaphthyl).